Dataset: the Open Reaction Database (ORD), a public repository of structured organic reaction records. Task: describe an organic reaction: reactants, conditions, products, and yield Reaction SMILES: [CH2:1]([O:3][CH2:4][CH2:5][CH2:6]Br)[CH3:2].[Mg].[CH2:9]([N:16]1[C@H:20]2[CH2:21][S:22][C:23](=[O:24])[C@H:19]2[N:18]([CH2:25][C:26]2[CH:31]=[CH:30][CH:29]=[CH:28][CH:27]=2)[C:17]1=[O:32])[C:10]1[CH:15]=[CH:14][CH:13]=[CH:12][CH:11]=1.S(=O)(=O)(O)O>CCOCC.C1C=CC=CC=1.II>[CH2:9]([N:16]1[C@H:20]2[CH2:21][S:22][C:23]([OH:24])([CH2:6][CH2:5][CH2:4][O:3][CH2:1][CH3:2])[C@H:19]2[N:18]([CH2:25][C:26]2[CH:27]=[CH:28][CH:29]=[CH:30][CH:31]=2)[C:17]1=[O:32])[C:10]1[CH:15]=[CH:14][CH:13]=[CH:12][CH:11]=1. Yields the product C(C1=CC=CC=C1)N1C(N([C@H]2[C@@H]1CSC2(CCCOCC)O)CC2=CC=CC=C2)=O (cis-1,3-dibenzyl-4-hydroxy-4-(3-ethoxypropyl)-hexahydrothieno[3,4-d]imidazol-2-one). The reagents and catalysts are II (iodine). Procedure details: To a Grignard reagent solution prepared from 3-ethoxypropyl bromide (41.7 g), magnesium metal (shoot, 11.2 g) and iodine (0.2 g) in 110 ml of anhydrous ether and 30 ml of anhydrous benzene, a solution of cis-1,3-dibenzyl-hexahydrothieno[3,4-d]imidazole-2,4-dione ([α]D20 + 91°, 60.0 g) in 700 ml of anhydrous benzene is added with stirring for two and half hours at 25° to 40°C. The mixture is stirred and refluxed at 68° to 73° C for 5 hours. The reaction mixture is decomposed by the addition of 3N... The yield is 100.5%. Solvent: C1=CC=CC=C1 (benzene), CCOCC (ether), C1=CC=CC=C1 (benzene). Reactants: C(C1=CC=CC=C1)N1C(N([C@H]2[C@@H]1CSC2=O)CC2=CC=CC=C2)=O (cis-1,3-dibenzyl-hexahydrothieno[3,4-d]imidazole-2,4-dione), Grignard reagent, C(C)OCCCBr (3-ethoxypropyl bromide), [Mg] (magnesium), S(O)(O)(=O)=O (sulfuric acid). Starting materials: NC1=CC=NN1 (5-Aminopyrazole), BrCCCBr (1,3-dibromopropane), O1CCOCC1 (1,4-dioxane). Solvent: C(C)N(CC)CC (Triethylamine). The product is N1=CC=C2N1CCCN2 (4,5,6,7-tetrahydropyrazolo[1,5-a]pyrimidine). RXN SMILES: [NH2:1][C:2]1[NH:6][N:5]=[CH:4][CH:3]=1.Br[CH2:8][CH2:9][CH2:10]Br.O1CCOCC1>C(N(CC)CC)C>[N:5]1[N:6]2[CH2:8][CH2:9][CH2:10][NH:1][C:2]2=[CH:3][CH:4]=1. Procedure details: 5-Aminopyrazole (10 g) and 1,3-dibromopropane (13.4 ml) were added to 1,4-dioxane (20 ml) under stirring at ambient temperature. Triethylamine (40.1 ml) was added thereto. The mixture was refluxed under stirring for 4 hours. The reaction mixture was cooled to 0°-5° C. in an ice-bath and stirred for 30 minutes. An insoluble material was filtered off, and the filtrate was evaporated under reduced pressure to give 4,5,6,7-tetrahydropyrazolo[1,5-a]pyrimidine (5.1 g). Starting materials: CN(C)C1(c2ccccc2)CCCCC1, COc1ccc2[nH]cc(C3CCNCC3)c2c1, CC(=O)O, ClCCCl. Yields the product COc1ccc2[nH]cc(C3CCN(C4CCC(c5ccccc5)(N(C)C)CC4)CC3)c2c1. Reaction SMILES: [CH3:18][N:19]([C:20]1([c:26]2[cH:27][cH:28][cH:29][cH:30][cH:31]2)[CH2:21][CH2:22][CH2:23][CH2:24][CH2:25]1)[CH3:32].[CH3:1][O:2][c:3]1[cH:4][c:5]2[c:6]([CH:12]3[CH2:13][CH2:14][NH:15][CH2:16][CH2:17]3)[cH:7][nH:8][c:9]2[cH:10][cH:11]1.[CH3:33][C:34](=[O:35])[OH:36].[Cl:37][CH2:38][CH2:39][Cl:40]>>[CH3:1][O:2][c:3]1[cH:4][c:5]2[c:6]([CH:12]3[CH2:13][CH2:14][N:15]([CH:23]4[CH2:22][CH2:21][C:20]([N:19]([CH3:18])[CH3:32])([c:26]5[cH:27][cH:28][cH:29][cH:30][cH:31]5)[CH2:25][CH2:24]4)[CH2:16][CH2:17]3)[cH:7][nH:8][c:9]2[cH:10][cH:11]1. The reactants are [N+](=O)([O-])C=1C=C(NC(C2=CC=C(C=C2)N(C)C)=O)C=CC1[N+](=O)[O-] (3,4-dinitro-N-(4-dimethylaminobenzoyl)aniline), N1=CNC2=C1C=CC(=C2)C=O (benzimidazole-5-carboxaldehyde). The product is N1C(=NC2=C1C=CC(=C2)NC(C2=CC=C(C=C2)N(C)C)=O)C2=CC1=C(NC=N1)C=C2 (N-(1H,1′H-[2,5′-bibenzo[d]imidazol]-5-yl)-4-(dimethylamino)benzamide). As a reaction SMILES: [N+:1]([C:4]1[CH:5]=[C:6]([CH:19]=[CH:20][C:21]=1[N+:22]([O-])=O)[NH:7][C:8](=[O:18])[C:9]1[CH:14]=[CH:13][C:12]([N:15]([CH3:17])[CH3:16])=[CH:11][CH:10]=1)([O-])=O.[N:25]1[C:29]2[CH:30]=[CH:31][C:32]([CH:34]=O)=[CH:33][C:28]=2[NH:27][CH:26]=1>>[NH:22]1[C:21]2[CH:20]=[CH:19][C:6]([NH:7][C:8](=[O:18])[C:9]3[CH:14]=[CH:13][C:12]([N:15]([CH3:17])[CH3:16])=[CH:11][CH:10]=3)=[CH:5][C:4]=2[N:1]=[C:34]1[C:32]1[CH:31]=[CH:30][C:29]2[NH:25][CH:26]=[N:27][C:28]=2[CH:33]=1. Procedure: Compound 187 was prepared according to the procedure similar to that described in Scheme III from 3,4-dinitro-N-(4-dimethylaminobenzoyl)aniline and benzimidazole-5-carboxaldehyde. [M+H]+ calcd for C23H20N6O: 397.17; found: 397.52. Reported procedure: Using [4-(3,5-dimethylpyridin-2-yl)piperazin-1-yl][4-(1,1-dioxo-1λ6-[1,2,6]thiadiazinan-2-yl)phenyl]methanone (150 mg) described in Example 271 and methyl iodide (24 μL) and by the reaction and treatment in the same manner as in Example 36, the title compound (103 mg) was obtained. The reactants are CC=1C(=NC=C(C1)C)N1CCN(CC1)C(=O)C1=CC=C(C=C1)N1S(NCCC1)(=O)=O ([4-(3,5-dimethylpyridin-2-yl)piperazin-1-yl][4-(1,1-dioxo-1λ6-[1,2,6]thiadiazinan-2-yl)phenyl]methanone), CI (methyl iodide). Reaction SMILES: [CH3:1][C:2]1[C:3]([N:9]2[CH2:14][CH2:13][N:12]([C:15]([C:17]3[CH:22]=[CH:21][C:20]([N:23]4[CH2:28][CH2:27][CH2:26][NH:25][S:24]4(=[O:30])=[O:29])=[CH:19][CH:18]=3)=[O:16])[CH2:11][CH2:10]2)=[N:4][CH:5]=[C:6]([CH3:8])[CH:7]=1.[CH3:31]I>>[CH3:1][C:2]1[C:3]([N:9]2[CH2:10][CH2:11][N:12]([C:15]([C:17]3[CH:22]=[CH:21][C:20]([N:23]4[CH2:28][CH2:27][CH2:26][N:25]([CH3:31])[S:24]4(=[O:29])=[O:30])=[CH:19][CH:18]=3)=[O:16])[CH2:13][CH2:14]2)=[N:4][CH:5]=[C:6]([CH3:8])[CH:7]=1. The product is CC=1C(=NC=C(C1)C)N1CCN(CC1)C(=O)C1=CC=C(C=C1)N1S(N(CCC1)C)(=O)=O ([4-(3,5-dimethylpyridin-2-yl)piperazin-1-yl][4-(6-methyl-1,1-dioxo-1λ6-[1,2,6]thiadiazinan-2-yl)phenyl]methanone). Reactants: C(C)OC(C)(OCC)P(OCC)(=O)C1OCCC1 (ethyl 1,1-diethoxyethyl(tetrahydrofuran-2-yl)-phosphinate), C(C)O (ethanol), C[Si](C)(C)Cl (trimethylsilylchloride). Run in ClCCl (dichloromethane). Reaction conditions: time 8 hour. Product: C(C)OP(O)C1OCCC1 (P-tetrahydrofuran-2-yl-phosphonous acid ethyl ester). Reaction SMILES: C(OC([P:9]([CH:14]1[CH2:18][CH2:17][CH2:16][O:15]1)(=[O:13])[O:10][CH2:11][CH3:12])(OCC)C)C.C(O)C.C[Si](Cl)(C)C>ClCCl>[CH2:11]([O:10][P:9]([CH:14]1[CH2:18][CH2:17][CH2:16][O:15]1)[OH:13])[CH3:12]. Procedure: A solution of 1 g of ethyl 1,1-diethoxyethyl(tetrahydrofuran-2-yl)-phosphinate in 10 ml of dichloromethane containing 1% (b.v.) of ethanol is treated with 0.71 g of trimethylsilylchloride. The faintly cloudy solution is stirred overnight at room temperature after which time thin layer chromatography indicates complete reaction. Removal of the solvent in vacuo affords a colourless oil which after distillation yields P-tetrahydrofuran-2-yl-phosphonous acid ethyl ester, b.p. 90°/8×10-2 mbar. Reactants: aldehyde, [BH4-] (borohydride), C(=O)C=1N=CNC1 (4-formylimidazole), [BH4-] (borohydride), C(C)(=O)O[BH-](OC(C)=O)OC(C)=O.[Na+] (sodium triacetoxyborohydride), Cl.Cl.Cl.N1C=NC(=C1)CN1CC(N(CC2=C1C=CC(=C2)C=2C=NC=CC2)C(C(F)(F)F)=O)CC2=CC=CC=C2 (2,3,4,5-Tetrahydro-1-(1H-imidazol-4-ylmethyl)-3-(phenylmethyl)-7-(3-pyridinyl)-4-(trifluoroacetyl)-1H-1,4-benzodiazepine, trihydrochloride), C(=O)C=1N=CNC1 (4-formylimidazole). The solvent is O (water), ClCCl (dichloromethane), ClCCl (dichloromethane), C(C)(=O)O (acetic acid). Run at time 10 minute. Product: Cl.C(C)(=O)N1[C@@H](CN(C2=C(C1)C=C(C=C2)C2=CC=CC=C2)CC=2N=CNC2)CC2=CC=CC=C2 ((R)-4-Acetyl-2,3,4,5-tetrahydro-1-(1H-imidazol-4-ylmethyl)-7-phenyl-3-(phenylmethyl)-1H-1,4-benzodiazepine, monohydrochloride). Yield: 94.0%. RXN SMILES: [ClH:1].Cl.Cl.[NH:4]1[CH:8]=[C:7]([CH2:9][N:10]2[C:16]3[CH:17]=[CH:18][C:19]([C:21]4[CH:22]=N[CH:24]=[CH:25][CH:26]=4)=[CH:20][C:15]=3[CH2:14][N:13]([C:27](=[O:32])[C:28](F)(F)F)[CH:12]([CH2:33][C:34]3[CH:39]=[CH:38][CH:37]=[CH:36][CH:35]=3)[CH2:11]2)[N:6]=[CH:5]1.[CH:40](C1N=CNC=1)=O.C(O[BH-](OC(=O)C)OC(=O)C)(=O)C.[Na+].[BH4-]>ClCCl.O.C(O)(=O)C>[ClH:1].[C:27]([N:13]1[CH2:14][C:15]2[CH:20]=[C:19]([C:21]3[CH:22]=[CH:40][CH:24]=[CH:25][CH:26]=3)[CH:18]=[CH:17][C:16]=2[N:10]([CH2:9][C:7]2[N:6]=[CH:5][NH:4][CH:8]=2)[CH2:11][C@H:12]1[CH2:33][C:34]1[CH:35]=[CH:36][CH:37]=[CH:38][CH:39]=1)(=[O:32])[CH3:28] |f:0.1.2.3,5.6,11.12|. Procedure: To a solution of Compound B (5.3 g, 11.7 mmol) in dichloromethane (100 mL) were added acetic acid (15 mL) and 4-formylimidazole (1.15 g, 12 mmol). After 10 min, sodium triacetoxyborohydride (2.54 g, 12 mmol) was added. After 3 hr, 4-formylimidazole (0.5 g, 5.8 mmol) and borohydride (1.2 g, 5.5 mmol) were added. After 18 hr, aldehyde (0.5 g) and borohydride (1.2 g) were added. After 5 hr, the mixture was concentrated. Aqueous ammonia (100 mL) and chloroform (100 mL) were added to the residue and ... Reactants: CNC1=C(C=CC=C1)N (N-methyl-o-phenylenediamine), NC(=O)N (urea), alcohol. Run at temperature 175 celsius, time 16 hour. Yields the product CN1C(NC2=C1C=CC=C2)=O (3-methyl-2-oxobenzimidazole). Yield: 26.5%. Reaction SMILES: [CH3:1][NH:2][C:3]1[CH:8]=[CH:7][CH:6]=[CH:5][C:4]=1[NH2:9].N[C:11](N)=[O:12]>>[CH3:1][N:2]1[C:3]2[CH:8]=[CH:7][CH:6]=[CH:5][C:4]=2[NH:9][C:11]1=[O:12]. Procedure details: A mixture of 24.4 grams (0.2 mole) of N-methyl-o-phenylenediamine and 14.4 grams (0.24 mole) of urea was prepared. The mixture was stirred for 16 hours in an oil bath maintained at 175° C. The reaction mixture then was cooled to about 80° C., 250 ml. of alcohol were added, and the mixture was refluxed for 20 minutes and then was filtered while hot. The filtrate was allowed to cool to room temperature and was refrigerated overnight. The crystals that formed were filtered, dried, and recrystallize...